From a dataset of the Open Reaction Database (ORD), a public repository of structured organic reaction records. describe an organic reaction: reactants, conditions, products, and yield Reactants: CS(=O)(=O)OCC(C)(N1N=CC(=C1)[N+](=O)[O-])C (2-methyl-2-(4-nitro-1H-pyrazol-1-yl)propyl methanesulfonate), [I-].[Na+] (sodium iodide), O (water). Run in CN(C=O)C (N,N-dimethylformamide). Conditions: temperature 130 celsius, time 8 hour. The product is ICC(C)(C)N1N=CC(=C1)[N+](=O)[O-] (1-(1-iodo-2-methylpropan-2-yl)-4-nitro-1H-pyrazole). The yield is 69.4%. RXN SMILES: CS(O[CH2:6][C:7]([CH3:17])([N:9]1[CH:13]=[C:12]([N+:14]([O-:16])=[O:15])[CH:11]=[N:10]1)[CH3:8])(=O)=O.[I-:18].[Na+].O>CN(C)C=O>[I:18][CH2:6][C:7]([N:9]1[CH:13]=[C:12]([N+:14]([O-:16])=[O:15])[CH:11]=[N:10]1)([CH3:17])[CH3:8] |f:1.2|. Reported procedure: To a solution of the crude 2-methyl-2-(4-nitro-1H-pyrazol-1-yl)propyl methanesulfonate (18 g) obtained in Step A of Example 115 in N,N-dimethylformamide (150 mL) was added sodium iodide (20 g), and the mixture was stirred overnight at 130° C. To the reaction mixture was added water, and the mixture was extracted with ethyl acetate. The obtained organic layer was washed with saturated brine, and dried over anhydrous magnesium sulfate, and the solvent was evaporated under reduced pressure. The res...